Dataset: the Open Reaction Database (ORD), a public repository of structured organic reaction records. Task: describe an organic reaction: reactants, conditions, products, and yield Starting materials: N#Cc1cc(=O)c2ccc(CBr)cc2o1, CS(C)=O, [Na], O, Oc1cccc(OCc2ccc3ccccc3n2)c1. The product is N#Cc1cc(=O)c2ccc(COc3cccc(OCc4ccc5ccccc5n4)c3)cc2o1. As a reaction SMILES: [Br:1][CH2:2][c:3]1[cH:4][c:5]2[c:6]([c:7](=[O:13])[cH:8][c:9]([C:11]#[N:12])[o:10]2)[cH:14][cH:15]1.[CH3:37][S:38]([CH3:39])=[O:40].[Na:16].[OH2:36].[OH:17][c:18]1[cH:19][c:20]([O:21][CH2:22][c:23]2[n:24][c:25]3[cH:26][cH:27][cH:28][cH:29][c:30]3[cH:31][cH:32]2)[cH:33][cH:34][cH:35]1>>[CH2:2]([c:3]1[cH:4][c:5]2[c:6]([c:7](=[O:13])[cH:8][c:9]([C:11]#[N:12])[o:10]2)[cH:14][cH:15]1)[O:17][c:18]1[cH:19][c:20]([O:21][CH2:22][c:23]2[n:24][c:25]3[cH:26][cH:27][cH:28][cH:29][c:30]3[cH:31][cH:32]2)[cH:33][cH:34][cH:35]1. Starting materials: ClC1=CC(=CC=2[C@@](C3=CC=CC=C3C12)(O)C(F)(F)F)OCCCC(C)(C)O ((9R)-4-chloro-2-(4-hydroxy-4-methylpentyloxy)-9-(trifluoromethyl)-9H-fluoren-9-ol), CC(C(=O)OCC)(C)N1N=CC(=C1)B1OC(C(O1)(C)C)(C)C (ethyl 2-methyl-2-[4-(4,4,5,5-tetramethyl[1,3,2]dioxaborolan-2-yl)-1H-pyrazol-1-yl]propionate), P(=O)([O-])([O-])[O-].[K+].[K+].[K+] (tripotassium phosphate), COC=1C=CC=C(C1C=2C=CC=CC2P(C3CCCCC3)C4CCCCC4)OC (SPhos). The reagents and catalysts are C(C)(=O)[O-].[Pd+2].C(C)(=O)[O-] (palladium acetate). The solvent is O (water), O1CCOCC1 (1,4-dioxane), O (water). Conditions: temperature 100 celsius, time 4.5 hour. Yields the product O[C@@]1(C2=CC=CC=C2C=2C(=CC(=CC12)OCCCC(C)(C)O)C=1C=NN(C1)C(C(=O)OCC)(C)C)C(F)(F)F (Ethyl 2-{4-[(9R)-9-hydroxy-2-(4-hydroxy-4-methylpentyloxy)-9-(trifluoromethyl)-9H-fluoren-4-yl]-1H-pyrazol-1-yl}-2-methylpropionate). Isolated yield 94.6%. Reaction SMILES: Cl[C:2]1[C:14]2[C:13]3[C:8](=[CH:9][CH:10]=[CH:11][CH:12]=3)[C@@:7]([C:16]([F:19])([F:18])[F:17])([OH:15])[C:6]=2[CH:5]=[C:4]([O:20][CH2:21][CH2:22][CH2:23][C:24]([OH:27])([CH3:26])[CH3:25])[CH:3]=1.[CH3:28][C:29]([N:36]1[CH:40]=[C:39](B2OC(C)(C)C(C)(C)O2)[CH:38]=[N:37]1)([CH3:35])[C:30]([O:32][CH2:33][CH3:34])=[O:31].P([O-])([O-])([O-])=O.[K+].[K+].[K+].COC1C=CC=C(OC)C=1C1C=CC=CC=1P(C1CCCCC1)C1CCCCC1>O1CCOCC1.C([O-])(=O)C.[Pd+2].C([O-])(=O)C.O>[OH:15][C@@:7]1([C:16]([F:19])([F:17])[F:18])[C:6]2[CH:5]=[C:4]([O:20][CH2:21][CH2:22][CH2:23][C:24]([OH:27])([CH3:26])[CH3:25])[CH:3]=[C:2]([C:39]3[CH:38]=[N:37][N:36]([C:29]([CH3:28])([CH3:35])[C:30]([O:32][CH2:33][CH3:34])=[O:31])[CH:40]=3)[C:14]=2[C:13]2[C:8]1=[CH:9][CH:10]=[CH:11][CH:12]=2 |f:2.3.4.5,8.9.10|. Procedure: Under an argon atmosphere, (9R)-4-chloro-2-(4-hydroxy-4-methylpentyloxy)-9-(trifluoromethyl)-9H-fluoren-9-ol (169 mg) was dissolved in 1,4-dioxane (1.5 ml), ethyl 2-methyl-2-[4-(4,4,5,5-tetramethyl[1,3,2]dioxaborolan-2-yl)-1H-pyrazol-1-yl]propionate (194 mg), water (0.5 ml), tripotassium phosphate (178 mg), palladium acetate (9 mg), and SPhos (33 mg) were added, and the mixture was stirred at 100° C. for 4.5 hr. The reaction mixture was cooled to room temperature, water was added, and the mixtur...